From a dataset of the Open Reaction Database (ORD), a public repository of structured organic reaction records. describe an organic reaction: reactants, conditions, products, and yield The reactants are C[Si](C#CC=1C=C(C=CC1)NS(=O)(=O)C(F)(F)F)(C)C (N-[3-(2-trimethylsilylethinyl)-phenyl]-1,1,1-trifluoromethanesulfonamide), solution, [F-].C(CCC)[N+](CCCC)(CCCC)CCCC (tetrabutylammonium fluoride). Run in O1CCCC1 (tetrahydrofuran). The product is C(#C)C=1C=C(C=CC1)NS(=O)(=O)C(F)(F)F (N-(3-ethinylphenyl)-1,1,1-trifluoromethanesulfonamide). The yield is 25.0%. RXN SMILES: C[Si](C)(C)[C:3]#[C:4][C:5]1[CH:6]=[C:7]([NH:11][S:12]([C:15]([F:18])([F:17])[F:16])(=[O:14])=[O:13])[CH:8]=[CH:9][CH:10]=1.[F-].C([N+](CCCC)(CCCC)CCCC)CCC>O1CCCC1>[C:4]([C:5]1[CH:6]=[C:7]([NH:11][S:12]([C:15]([F:18])([F:16])[F:17])(=[O:14])=[O:13])[CH:8]=[CH:9][CH:10]=1)#[CH:3] |f:1.2|. Procedure details: Under the conditions of example 21 C, 2 g of N-[3-(2-trimethylsilylethinyl)-phenyl]-1,1,1-trifluoromethanesulfonamide is reacted with 6.9 ml of a 1-molar solution of tetrabutylammonium fluoride in tetrahydrofuran and worked up. 387 mg of N-(3-ethinylphenyl)-1,1,1-trifluoromethanesulfonamide is obtained as oily crude product. Reactants: FC(C(=O)O)(F)F.COC(CNC([C@@H](N)C)=O)=O (Alanyl-glycine Methyl Ester Trifluoroacetate), C(C)N1CCOCC1 (N-ethylmorpholine), CN(C=O)C (dimethylformamide), N[C@@H](C)C(=O)NCC(=O)OC (H-Ala-Gly-OMe), Boc-Gly-OTcp, CN(C=O)C (dimethylformamide). Run at time 2 day. Yields the product COC(CNC([C@@H](NC(CNC(=O)OC(C)(C)C)=O)C)=O)=O (t-Butyloxycarbonyl-glycyl-alanyl-glycine Methyl Ester). Reaction SMILES: [NH2:1][C@H:2]([C:4]([NH:6][CH2:7][C:8]([O:10][CH3:11])=[O:9])=[O:5])[CH3:3].FC(F)(F)[C:14]([OH:16])=[O:15].COC(=O)CN[C:24](=O)[C@H:25]([CH3:27])N.C([N:32]1[CH2:37][CH2:36][O:35]CC1)C.[CH3:38]N(C)C=O>>[CH3:11][O:10][C:8](=[O:9])[CH2:7][NH:6][C:4](=[O:5])[C@H:2]([CH3:3])[NH:1][C:36](=[O:35])[CH2:37][NH:32][C:14]([O:16][C:25]([CH3:27])([CH3:38])[CH3:24])=[O:15] |f:1.2|. Procedure details: To a cold (ice bath) solution of H-Ala-Gly-OMe.CH3CO2H (45 mmoles, described in Example 1) in dimethylformamide (50 ml) is added N-ethylmorpholine (pH~8) followed by a cold solution of Boc-Gly-OTcp (18 g, 45 mmoles) in dimethylformamide (50 ml). The solution is kept in an ice bath for 2 days. The solvent is evaporated and the product purified by column chromatography on silica gel using ethyl acetate-methanol-pyridine 98:1:1. The product is crystallized from ethyl acetate-petroleum ether to give... Starting materials: C(C)(=O)OC(C)C1=C(C(=NC=N1)Cl)Cl (6-(1-acetoxyethyl)-4,5-dichloropyrimidine), [OH-].[Na+] (sodium hydroxide). Solvent: O1CCCC1 (tetrahydrofuran). Product: ClC1=NC=NC(=C1Cl)C(C)O (4,5-dichloro-6-(1-hydroxyethyl)pyrimidine). RXN SMILES: C([O:4][CH:5]([C:7]1[N:12]=[CH:11][N:10]=[C:9]([Cl:13])[C:8]=1[Cl:14])[CH3:6])(=O)C.[OH-].[Na+]>O1CCCC1>[Cl:13][C:9]1[C:8]([Cl:14])=[C:7]([CH:5]([OH:4])[CH3:6])[N:12]=[CH:11][N:10]=1 |f:1.2|. Procedure details: In 50 ml of tetrahydrofuran was dissolved 4.0 g of 6-(1-acetoxyethyl)-4,5-dichloropyrimidine, and to the mixture was slowly added dropwise 30 ml of an 1N-sodium hydroxide aqueous solution under stirring. After the dropwise addition, the mixture was further stirred for 1 hour at room temperature to complete the reaction.